The task is: describe an organic reaction: reactants, conditions, products, and yield. This data is from the Open Reaction Database (ORD), a public repository of structured organic reaction records. The reactants are C(C)(C)(C)OC(=O)C1=C(C=CC=C1)C1=CC=C(C=C1)CN1C(=NC(=C1C(=O)N)C(C(C)C)(C(C)C)O)CCCC (1-[(2'-t-butoxycarbonylbiphenyl-4-yl)methyl]-2-butyl-4-[1-hydroxy-2-methyl-1-(1-methylethyl)propyl]imidazole-5-carboxamide), Cl (hydrochloride), solution, Cl (hydrogen chloride). Run in O1CCOCC1 (dioxane). The product is C(CCC)C=1N(C(=C(N1)C(C(C)C)(C(C)C)O)C(=O)N)CC1=CC=C(C=C1)C1=C(C=CC=C1)C(=O)O (2-Butyl-1-[(2'-carboxybiphenyl-4-yl)methyl]-4-[1-hydroxy-2-methyl-1-(1-methylethyl)propyl]imidazole-5-carboxamide). Reaction SMILES: C([O:5][C:6]([C:8]1[CH:13]=[CH:12][CH:11]=[CH:10][C:9]=1[C:14]1[CH:19]=[CH:18][C:17]([CH2:20][N:21]2[C:25]([C:26]([NH2:28])=[O:27])=[C:24]([C:29]([OH:36])([CH:33]([CH3:35])[CH3:34])[CH:30]([CH3:32])[CH3:31])[N:23]=[C:22]2[CH2:37][CH2:38][CH2:39][CH3:40])=[CH:16][CH:15]=1)=[O:7])(C)(C)C.Cl>O1CCOCC1>[CH2:37]([C:22]1[N:21]([CH2:20][C:17]2[CH:16]=[CH:15][C:14]([C:9]3[CH:10]=[CH:11][CH:12]=[CH:13][C:8]=3[C:6]([OH:7])=[O:5])=[CH:19][CH:18]=2)[C:25]([C:26]([NH2:28])=[O:27])=[C:24]([C:29]([OH:36])([CH:33]([CH3:34])[CH3:35])[CH:30]([CH3:32])[CH3:31])[N:23]=1)[CH2:38][CH2:39][CH3:40]. Procedure details: Following a procedure similar to that described in Example 45(d), but using 220 mg of 1-[(2'-t-butoxycarbonylbiphenyl-4-yl)methyl]-2-butyl-4-[1-hydroxy-2-methyl-1-(1-methylethyl)propyl]imidazole-5-carboxamide [prepared as described in step (b) above] and 4.5 ml of a 4N solution of hydrogen chloride in dioxane, 201 mg of the hydrochloride of the title compound were obtained as an amorphous solid, melting at 178°-181° C. Starting materials: 53.8, C12CN(CCC2O1)C(=O)OCC (ethyl 7-oxa-3-azabicyclo-[4.1,0]heptane-3-carboxylate), C(C)O (ethanol), [N-]=[N+]=[N-].[Na+] (sodium azide). Reaction conditions: time 8 hour. Run in O (water). Reported procedure: To a stirred emulsion of 53.8 parts of ethyl 7-oxa-3-azabicyclo-[4.1,0]heptane-3-carboxylate, 17.6 parts of ethanol and 195 parts of water were added portionwise, during a 15 minutes-period, 28.6 parts of sodium azide while cooling in an ice bath. The mixture was warmed slowly to room temperature and stirring was continued overnight at room temperature. The aqueous phase was separated and extracted twice with dichloromethane. The combined organic phases were washed with a small amount of water, ... As a reaction SMILES: [CH:1]12[O:7][CH:6]1[CH2:5][CH2:4][N:3]([C:8]([O:10][CH2:11][CH3:12])=[O:9])[CH2:2]2.C(O)C.[N-:16]=[N+:17]=[N-:18].[Na+]>O>[N:16]([C@@H:6]1[CH2:5][CH2:4][N:3]([C:8]([O:10][CH2:11][CH3:12])=[O:9])[CH2:2][C@H:1]1[OH:7])=[N+:17]=[N-:18].[N:16]([C@H:1]1[C@H:6]([OH:7])[CH2:5][CH2:4][N:3]([C:8]([O:10][CH2:11][CH3:12])=[O:9])[CH2:2]1)=[N+:17]=[N-:18] |f:2.3|. The product is mixture, N(=[N+]=[N-])[C@H]1[C@@H](CN(CC1)C(=O)OCC)O (ethyl trans- 4-azido-3-hydroxy-1-piperidinecarboxylate), N(=[N+]=[N-])[C@@H]1CN(CC[C@H]1O)C(=O)OCC (ethyl trans-3-azido-4-hydroxy-1-piperidinecarboxylate). Isolated yield 15.0%. The reactants are OC1=CC=C(C=C1)[C@@H]1CC[C@H](CC1)[C@@H]1CC[C@H](CC1)CCC (trans-1-p-hydroxyphenyl-4-(trans-4-propylcyclohexyl)-cyclohexane), C(=O)([O-])[O-].[K+].[K+] (K2CO3), C(CCCCC)I (hexyl iodide). The solvent is CN(C)C=O (DMF). Product: C(CCCCC)OC1=CC=C(C=C1)[C@@H]1CC[C@H](CC1)[C@@H]1CC[C@H](CC1)CCC (Trans-1-p-hexoxyphenyl-4-(trans-4-propylcyclohexyl)-cyclohexane). As a reaction SMILES: [OH:1][C:2]1[CH:7]=[CH:6][C:5]([C@H:8]2[CH2:13][CH2:12][C@H:11]([C@H:14]3[CH2:19][CH2:18][C@H:17]([CH2:20][CH2:21][CH3:22])[CH2:16][CH2:15]3)[CH2:10][CH2:9]2)=[CH:4][CH:3]=1.C([O-])([O-])=O.[K+].[K+].[CH2:29](I)[CH2:30][CH2:31][CH2:32][CH2:33][CH3:34]>CN(C=O)C>[CH2:29]([O:1][C:2]1[CH:7]=[CH:6][C:5]([C@H:8]2[CH2:9][CH2:10][C@H:11]([C@H:14]3[CH2:19][CH2:18][C@H:17]([CH2:20][CH2:21][CH3:22])[CH2:16][CH2:15]3)[CH2:12][CH2:13]2)=[CH:4][CH:3]=1)[CH2:30][CH2:31][CH2:32][CH2:33][CH3:34] |f:1.2.3|. Reported procedure: A mixture of 30 g of trans-1-p-hydroxyphenyl-4-(trans-4-propylcyclohexyl)-cyclohexane, 6.9 g of K2CO3, 25 g of hexyl iodide and 250 ml of DMF is heated to 80° for 16 hours, while stirring, and is then cooled and worked up in the customary manner. Trans-1-p-hexoxyphenyl-4-(trans-4-propylcyclohexyl)-cyclohexane is obtained. Reactants: Cc1cc(CC(=O)O)on1, COc1ccc(CCC2(C3CCCC3)CC(=O)CC(=O)O2)c(OC)c1, O=C1CC(=O)OC(CCc2cccc(Cl)c2)(C2CCCC2)C1, O=C(O)Cc1cccnc1. The product is O=C(Cc1cccnc1)C1C(=O)CC(CCc2cccc(Cl)c2)(C2CCCC2)OC1=O. Reaction SMILES: [CH3:11][c:12]1[cH:13][c:14]([CH2:15][C:16]([OH:17])=[O:18])[o:19][n:20]1.[CH:43]1([C:44]2([CH2:45][CH2:46][c:47]3[cH:48][cH:49][c:50]([O:51][CH3:52])[cH:53][c:54]3[O:55][CH3:56])[O:57][C:58](=[O:59])[CH2:60][C:61](=[O:62])[CH2:63]2)[CH2:64][CH2:65][CH2:66][CH2:67]1.[Cl:21][c:22]1[cH:23][c:24]([CH2:28][CH2:29][C:30]2([CH:38]3[CH2:39][CH2:40][CH2:41][CH2:42]3)[CH2:31][C:32](=[O:37])[CH2:33][C:34](=[O:36])[O:35]2)[cH:25][cH:26][cH:27]1.[n:1]1[cH:2][c:3]([CH2:7][C:8](=[O:9])[OH:10])[cH:4][cH:5][cH:6]1>>[n:1]1[cH:2][c:3]([CH2:7][C:8](=[O:10])[CH:33]2[C:32](=[O:37])[CH2:31][C:30]([CH2:29][CH2:28][c:24]3[cH:23][c:22]([Cl:21])[cH:27][cH:26][cH:25]3)([CH:38]3[CH2:39][CH2:40][CH2:41][CH2:42]3)[O:35][C:34]2=[O:36])[cH:4][cH:5][cH:6]1. Reactants: [OH-].[Na+] (sodium hydroxide), C(C)(=O)OC1=C2C(=C3NC4=CC=CC=C4S(C3=C1)(=O)=O)C=CC=C2 (5-acetoxy-12H-benzo[a]phenothiazine-7,7-dioxide), C(C)(=O)O (acetic acid). Solvent: CO (methanol). Conditions: time 7 minute. Yields the product OC1=C2C(=C3NC4=CC=CC=C4S(C3=C1)(=O)=O)C=CC=C2 (5-Hydroxy-12H-benzo[a]phenothiazine-7,7-dioxide). RXN SMILES: C([O:4][C:5]1[CH:18]=[C:17]2[C:8]([NH:9][C:10]3[C:15]([S:16]2(=[O:20])=[O:19])=[CH:14][CH:13]=[CH:12][CH:11]=3)=[C:7]2[CH:21]=[CH:22][CH:23]=[CH:24][C:6]=12)(=O)C.[OH-].[Na+].C(O)(=O)C>CO>[OH:4][C:5]1[CH:18]=[C:17]2[C:8]([NH:9][C:10]3[C:15]([S:16]2(=[O:20])=[O:19])=[CH:14][CH:13]=[CH:12][CH:11]=3)=[C:7]2[CH:21]=[CH:22][CH:23]=[CH:24][C:6]=12 |f:1.2|. Procedure details: To a suspension of 5-acetoxy-12H-benzo[a]phenothiazine-7,7-dioxide (6.6 g) in methanol (200 ml) there was added 2N aqueous sodium hydroxide solution (132 ml) and the mixture was stirred in the absence of air at room temperature for 7 minutes; at that point an amber solution had resulted. There was rapidly added 10% aqueous acetic acid solution (200 ml) causing precipitation of the title compound which was collected by filtration (5.68 g). A sample (500 mg) was crystallized from THF affording pur... Isolated yield 94.3%. Product: ClC1=CC(=C(C=C1C=1C(N(C2=CC(=NC=C2C1)Cl)CC)=O)NC(OC(=C)C)=O)F (prop-1-en-2-yl (4-chloro-5-(7-chloro-1-ethyl-2-oxo-1,2-dihydro-1,6-naphthyridin-3-yl)-2-fluorophenyl)carbamate). Reactants: NC=1C(=CC(=C(C1)C=1C(N(C2=CC(=NC=C2C1)Cl)CC)=O)Cl)F (3-(5-amino-2-chloro-4-fluorophenyl)-7-chloro-1-ethyl-1,6-naphthyridin-2(1H)-one), C(=O)(O)[O-].[Na+] (NaHCO3), ClC(=O)OC(=C)C (isopropenyl chloroformate). Run at time 2 hour. The solvent is CCOC(=O)C (EtOAc). Reported procedure: A bi-phasic mixture of Example A3 (250 mg, 0.710 mmol) in EtOAc (10 mL) and satd. NaHCO3 (15 mL) was treated with isopropenyl chloroformate 9120 mg, 0.984 mmol) and stirred at RT for 2 h. The layers were separated, the organic layer washed with water, then brine, dried over Na2SO4 and concentrated to dryness to afford prop-1-en-2-yl (4-chloro-5-(7-chloro-1-ethyl-2-oxo-1,2-dihydro-1,6-naphthyridin-3-yl)-2-fluorophenyl)carbamate (292 mg, 94% yield). MS (ESI) m/z: 436.0 [M+H]+. RXN SMILES: [NH2:1][C:2]1[C:3]([F:23])=[CH:4][C:5]([Cl:22])=[C:6]([C:8]2[C:9](=[O:21])[N:10]([CH2:19][CH3:20])[C:11]3[C:16]([CH:17]=2)=[CH:15][N:14]=[C:13]([Cl:18])[CH:12]=3)[CH:7]=1.C([O-])(O)=O.[Na+].Cl[C:30]([O:32][C:33]([CH3:35])=[CH2:34])=[O:31]>CCOC(C)=O>[Cl:22][C:5]1[C:6]([C:8]2[C:9](=[O:21])[N:10]([CH2:19][CH3:20])[C:11]3[C:16]([CH:17]=2)=[CH:15][N:14]=[C:13]([Cl:18])[CH:12]=3)=[CH:7][C:2]([NH:1][C:30](=[O:31])[O:32][C:33]([CH3:35])=[CH2:34])=[C:3]([F:23])[CH:4]=1 |f:1.2|. Starting materials: Cl.CC(CN1CCOCC1)C1(C(CCCC1)C1=CC=CC=C1)O (1-(1-Methyl-2-morpholinoethyl)-2-phenylcyclohexanol hydrochloride), C(C)(=O)Cl (acetyl chloride), C(C)(=O)Cl (acetyl chloride), ( c ), [OH-].[Na+] (NaOH), Cl (HCl). Solvent: CCOCC (ether). Product: Cl.C(C)(=O)OC1(C(CCCC1)C1=CC=CC=C1)C(CN1CCOCC1)C (1-(1-Methyl-2-morpholinoethyl)2-phenylcyclohexyl acetate hydrochloride). RXN SMILES: Cl.[CH3:2][CH:3]([C:11]1([OH:23])[CH2:16][CH2:15][CH2:14][CH2:13][CH:12]1[C:17]1[CH:22]=[CH:21][CH:20]=[CH:19][CH:18]=1)[CH2:4][N:5]1[CH2:10][CH2:9][O:8][CH2:7][CH2:6]1.[C:24]([Cl:27])(=[O:26])[CH3:25].[OH-].[Na+].Cl>CCOCC>[ClH:27].[C:24]([O:23][C:11]1([CH:3]([CH3:2])[CH2:4][N:5]2[CH2:10][CH2:9][O:8][CH2:7][CH2:6]2)[CH2:16][CH2:15][CH2:14][CH2:13][CH:12]1[C:17]1[CH:22]=[CH:21][CH:20]=[CH:19][CH:18]=1)(=[O:26])[CH3:25] |f:0.1,3.4,7.8|. Reported procedure: 1-(1-Methyl-2-morpholinoethyl)-2-phenylcyclohexanol hydrochloride (Example XVIII) is converted to the free base and treated with acetyl chloride according to the procedure of Example I (c) using 14 ml acetyl chloride and a reaction time of 90 hours. The product is treated with NaOH to give the base which is dissolved in ether and acidified with HCl gas to give 10.7 g., m. 176.5-7.5 after recrystallization from isopropanol. Reactants: CC(C)(C)O, CC(C)(C)[O-], COc1ccccc1O, ClCC1CO1, [K+], C1COCCOCCOCCOCCOCCO1, O. Product: COc1ccccc1OCC1CO1. RXN SMILES: [C:39]([OH:40])([CH3:41])([CH3:42])[CH3:43].[CH3:10][C:11]([CH3:12])([O-:13])[CH3:14].[CH3:1][O:2][c:3]1[cH:4][cH:5][cH:6][cH:7][c:8]1[OH:9].[Cl:16][CH2:17][CH:18]1[CH2:19][O:20]1.[K+:15].[O:21]1[CH2:22][CH2:23][O:24][CH2:25][CH2:26][O:27][CH2:28][CH2:29][O:30][CH2:31][CH2:32][O:33][CH2:34][CH2:35][O:36][CH2:37][CH2:38]1.[OH2:44]>>[CH3:1][O:2][c:3]1[cH:4][cH:5][cH:6][cH:7][c:8]1[O:9][CH2:17][CH:18]1[CH2:19][O:20]1.